The task is: describe an organic reaction: reactants, conditions, products, and yield. This data is from the Open Reaction Database (ORD), a public repository of structured organic reaction records. Solvent: O (water), C(Cl)Cl (methylene dichloride), solution, P(=O)(O)(O)[O-].[K+] (potassium dihydrogenphosphate), CO (methanol). RXN SMILES: [Cl:1][C:2]1[C:7]([Cl:8])=[CH:6][CH:5]=[CH:4][C:3]=1[CH:9]=[N+:10]([O-])[C:11]1[CH:16]=[CH:15][CH:14]=[CH:13][CH:12]=1.[C-:18]#[N:19].[Na+]>P([O-])(O)(O)=O.[K+].CO.O.C(Cl)Cl>[C:11]1([N:10]=[C:9]([C:3]2[CH:4]=[CH:5][CH:6]=[C:7]([Cl:8])[C:2]=2[Cl:1])[C:18]#[N:19])[CH:16]=[CH:15][CH:14]=[CH:13][CH:12]=1 |f:1.2,3.4|. Yields the product C1(=CC=CC=C1)N=C(C#N)C1=C(C(=CC=C1)Cl)Cl (α-(phenylimino)-2,3-dichlorophenyl acetonitrile). Procedure: 635 mMol of N-(2,3-dichlorophenylmethylene)anilin-N-oxide (IX) are dissolved in a 5.61 mixture (1:1) of an aqueous 0.5 molar solution of potassium dihydrogenphosphate and methanol adjusted to pH5. To this are added 65 g (1.3 Mol) of sodium cyanide in 200 ml water at approximately 50° C. During the reaction the pH balance is held constant between 8.0 and 8.5. After the reaction is complete (DC control), the reaction mixture is neutralized and cooled to 0° C. The separated yellow-brown crystals ar... Run at temperature 0 celsius. Reactants: [C-]#N.[Na+] (sodium cyanide), ClC1=C(C=CC=C1Cl)C=[N+](C1=CC=CC=C1)[O-] (N-(2,3-dichlorophenylmethylene)anilin-N-oxide). Starting materials: C1(CCCC1)OC=1C=C(C=O)C=CC1OC (3-cyclopentyloxy-4-methoxybenzaldehyde), S(N)(O)(=O)=O (sulfamic acid), Cl(=O)[O-].[Na+] (sodium chlorite). Solvent: C(C)(=O)O (acetic acid), O (water), O (water). Reaction conditions: temperature 20 celsius, time 1 hour. Product: C1(CCCC1)OC=1C=C(C(=O)O)C=CC1OC (3-cyclopentyloxy-4-methoxybenzoic acid). The yield is 86.0%. RXN SMILES: [CH:1]1([O:6][C:7]2[CH:8]=[C:9]([CH:12]=[CH:13][C:14]=2[O:15][CH3:16])[CH:10]=[O:11])[CH2:5][CH2:4][CH2:3][CH2:2]1.S(=O)(=O)([OH:19])N.Cl([O-])=O.[Na+]>C(O)(=O)C.O>[CH:1]1([O:6][C:7]2[CH:8]=[C:9]([CH:12]=[CH:13][C:14]=2[O:15][CH3:16])[C:10]([OH:19])=[O:11])[CH2:2][CH2:3][CH2:4][CH2:5]1 |f:2.3|. Procedure: A solution of 3-cyclopentyloxy-4-methoxybenzaldehyde (66 g) and sulfamic acid (39.6 g) in glacial acetic acid (500 mL) is treated dropwise during 1 hour with a solution of sodium chlorite (35 g) in water (150 mL). The mixture is stirred at 20° C. during 1 hour and then it is treated with water (500 mL) dropwise during 30 minutes. The resulting solid is filtered, washed with water and dried, to give 3-cyclopentyloxy-4-methoxybenzoic acid (60.9 g) in the form of white crystals [Elemental analysis:...